The task is: describe an organic reaction: reactants, conditions, products, and yield. This data is from the Open Reaction Database (ORD), a public repository of structured organic reaction records. Reactants: C(C)(C)N(C(CNC1=C(C=CC=C1)NC1=CC=CC=C1)=O)C1=CC(=CC=C1)OC (N-Isopropyl-N-(3-methoxy-phenyl)-2-(2-phenylamino-phenylamino) acetamide), C(CC(=O)Cl)(=O)Cl (Malonyl dichloride), resultant mixture. The solvent is C1CCOC1 (THF), C1CCOC1 (THF). Reaction conditions: time 8 hour. The product is O=C1CC(N(C2=C(N1CC(=O)N(C1=CC(=CC=C1)OC)C(C)C)C=CC=C2)C2=CC=CC=C2)=O (2-(-2,4-dioxo-5-phenyl-2,3,4,5-tetrahydrobenzo[b][1,4]diazepin-1-yl)-N-isopropyl-N-(3-methoxy-phenyl) acetamide). Reaction SMILES: [C:1](Cl)(=[O:6])[CH2:2][C:3](Cl)=[O:4].[CH:8]([N:11]([C:29]1[CH:34]=[CH:33][CH:32]=[C:31]([O:35][CH3:36])[CH:30]=1)[C:12](=[O:28])[CH2:13][NH:14][C:15]1[CH:20]=[CH:19][CH:18]=[CH:17][C:16]=1[NH:21][C:22]1[CH:27]=[CH:26][CH:25]=[CH:24][CH:23]=1)([CH3:10])[CH3:9]>C1COCC1>[O:6]=[C:1]1[N:14]([CH2:13][C:12]([N:11]([CH:8]([CH3:10])[CH3:9])[C:29]2[CH:34]=[CH:33][CH:32]=[C:31]([O:35][CH3:36])[CH:30]=2)=[O:28])[C:15]2[CH:20]=[CH:19][CH:18]=[CH:17][C:16]=2[N:21]([C:22]2[CH:23]=[CH:24][CH:25]=[CH:26][CH:27]=2)[C:3](=[O:4])[CH2:2]1. Procedure details: Malonyl dichloride (1.48 mL) in THF (50 mL) is added dropwise over 35 min to a 0° C. solution of N-Isopropyl-N-(3-methoxy-phenyl)-2-(2-phenylamino-phenylamino) acetamide, prepared as in Part C, (5.45 g, 14.1 mmol) in THF (140 mL) and the resultant mixture allowed to attain RT overnight. The solvents were removed in vacuo and the residue diluted with ethyl acetate (100 mL) and washed with saturated aqueous sodium hydrogen carbonate (100 mL), water (100 mL), brine (100 mL), dried (MgSO4), and conc...